This data is from the Open Reaction Database (ORD), a public repository of structured organic reaction records. The task is: describe an organic reaction: reactants, conditions, products, and yield Starting materials: B.CSC (Borane dimethylsulfide), Example 36, C(#N)C[C@@H](O)C1=CC=CC(=N1)OCC1CCN(CC1)C(=O)OCC1=CC=CC=C1 ((R)-benzyl 4-(((6-(2-cyano-1-hydroxyethyl)pyridin-2-yl)oxy)methyl)piperidine-1-carboxylate), N.CO.C(Cl)Cl (NH3 MeOH CH2Cl2). The product is NCC[C@@H](O)C1=CC=CC(=N1)OCC1CCN(CC1)C(=O)OCC1=CC=CC=C1 ((R)-benzyl 4-(((6-(3-amino-1-hydroxypropyl)pyridin-2-yl)oxy)methyl)piperidine-1-carboxylate). RXN SMILES: B.CSC.[C:5]([CH2:7][C@H:8]([C:10]1[N:15]=[C:14]([O:16][CH2:17][CH:18]2[CH2:23][CH2:22][N:21]([C:24]([O:26][CH2:27][C:28]3[CH:33]=[CH:32][CH:31]=[CH:30][CH:29]=3)=[O:25])[CH2:20][CH2:19]2)[CH:13]=[CH:12][CH:11]=1)[OH:9])#[N:6].N.CO.C(Cl)Cl>>[NH2:6][CH2:5][CH2:7][C@H:8]([C:10]1[N:15]=[C:14]([O:16][CH2:17][CH:18]2[CH2:19][CH2:20][N:21]([C:24]([O:26][CH2:27][C:28]3[CH:29]=[CH:30][CH:31]=[CH:32][CH:33]=3)=[O:25])[CH2:22][CH2:23]2)[CH:13]=[CH:12][CH:11]=1)[OH:9] |f:0.1,3.4.5|. Procedure details: Borane-dimethylsulfide reduction of (R)-benzyl 4-(((6-(2-cyano-1-hydroxyethyl)pyridin-2-yl)oxy)methyl)piperidine-1-carboxylate following the method described in Example 2 gave after flash chromatography purification (30%-40% 7N NH3/MeOH—CH2Cl2 gradient) Example 36 as a colorless oil. Yield (0.27 g, 27%); 1H NMR (400 MHz, CD3OD) δ 7.63 (t, J=8.4 Hz, 1H), 7.38-7.25 (m, 5H), 7.03 (d, J=7.2 Hz, 1H), 6.62 (d, J=8.0 Hz, 1H), 5.10 (s, 2H), 4.70-4.62 (m, 1H), 4.21-4.10 (m, 4H), 2.88-2.78 (m, 4H), 2.02-1... The reactants are COc1cc(I)ccc1Br, CC(=O)[O-], CC(=O)[O-], CC#N, Cl, C=CC(=O)O, [Pd+2]. The product is COc1cc(C=CC(=O)O)ccc1Br. As a reaction SMILES: [Br:6][c:7]1[c:8]([O:14][CH3:15])[cH:9][c:10]([I:13])[cH:11][cH:12]1.[C:20]([O-:21])(=[O:22])[CH3:23].[C:25]([O-:26])(=[O:27])[CH3:28].[CH3:17][C:18]#[N:19].[ClH:16].[OH:1][C:2](=[O:3])[CH:4]=[CH2:5].[Pd+2:24]>>[OH:1][C:2](=[O:3])[CH:4]=[CH:5][c:10]1[cH:9][c:8]([O:14][CH3:15])[c:7]([Br:6])[cH:12][cH:11]1. Reactants: Brc1ccc2cnc(Nc3ccc(N4CCOCC4)cc3)nn12, OCCO, CC(C)(C)[O-], CN(C)C=O, [Cu]I, [Na+], Sc1ccncc1. Yields the product c1cc(Sc2ccc3cnc(Nc4ccc(N5CCOCC5)cc4)nn23)ccn1. As a reaction SMILES: [Br:1][c:2]1[cH:3][cH:4][c:5]2[cH:6][n:7][c:8]([NH:11][c:12]3[cH:13][cH:14][c:15]([N:18]4[CH2:19][CH2:20][O:21][CH2:22][CH2:23]4)[cH:16][cH:17]3)[n:9][n:10]12.[CH2:30]([OH:31])[CH2:32][OH:33].[CH3:24][C:25]([CH3:26])([O-:27])[CH3:28].[CH3:34][N:35]([CH3:36])[CH:37]=[O:38].[Cu:46][I:47].[Na+:29].[n:39]1[cH:40][cH:41][c:42]([SH:45])[cH:43][cH:44]1>>[c:2]1([S:45][c:42]2[cH:41][cH:40][n:39][cH:44][cH:43]2)[cH:3][cH:4][c:5]2[cH:6][n:7][c:8]([NH:11][c:12]3[cH:13][cH:14][c:15]([N:18]4[CH2:19][CH2:20][O:21][CH2:22][CH2:23]4)[cH:16][cH:17]3)[n:9][n:10]12. Starting materials: C1CCOC1 (THF), CC(C)([O-])C.[K+] (Potassium tert-butoxide), CO (methanol), ClC1=CC=C(C=N1)C#N (6-chloropyridine-3-carbonitrile), C1CCOC1 (THF), CO (methanol), CO (methanol), CC(C)([O-])C.[K+] (potassium tert-butoxide). Conditions: time 18 hour. The product is COC1=NC=C(C(=O)O)C=C1 (6-Methoxy-nicotinic acid). Reaction SMILES: C[C:2]([CH3:5])([O-:4])C.[K+].C[OH:8].ClC1N=CC([C:16]#[N:17])=CC=1.[CH2:18]1[CH2:22][O:21][CH2:20][CH2:19]1>>[CH3:20][O:21][C:22]1[CH:18]=[CH:19][C:5]([C:2]([OH:8])=[O:4])=[CH:16][N:17]=1 |f:0.1|. Procedure details: Potassium tert-butoxide (323 mg, 2.88 mmol) and methanol (64 μL, 1.58 mmol) were taken up in anhydrous THF (6 mL) in a RBF under nitrogen, the mixture was stirred for 10 min at which time a solution of 6-chloropyridine-3-carbonitrile (200 mg, 1.44 mmol) in anhydrous THF (2 mL) was added slowly. The mixture was stirred at room temperature for 18 h. The reaction was treated with methanol (6 μL, 0.148 mmol), stirred for 2 h, then treated with methanol (20 μL, 0.494 mmol), stirred for 2 h, then trea... Starting materials: COCCBr, O=C([O-])[O-], CCc1ccccc1Nc1c(C(N)=O)cnc2cc(O)c(OC)cc12, [Cs+], [Cs+], CN(C)C=O. Yields the product CCc1ccccc1Nc1c(C(N)=O)cnc2cc(OCCOC)c(OC)cc12. As a reaction SMILES: [Br:32][CH2:33][CH2:34][O:35][CH3:36].[C:26](=[O:27])([O-:28])[O-:29].[CH2:1]([CH3:2])[c:3]1[c:4]([NH:5][c:6]2[c:7]([C:19](=[O:20])[NH2:21])[cH:8][n:9][c:10]3[cH:11][c:12]([OH:18])[c:13]([O:16][CH3:17])[cH:14][c:15]23)[cH:22][cH:23][cH:24][cH:25]1.[Cs+:30].[Cs+:31].[O:37]=[CH:38][N:39]([CH3:40])[CH3:41]>>[CH2:1]([CH3:2])[c:3]1[c:4]([NH:5][c:6]2[c:7]([C:19](=[O:20])[NH2:21])[cH:8][n:9][c:10]3[cH:11][c:12]([O:18][CH2:33][CH2:34][O:35][CH3:36])[c:13]([O:16][CH3:17])[cH:14][c:15]23)[cH:22][cH:23][cH:24][cH:25]1. Starting materials: C(C)OP(=O)(CCCC)CCC#N (2-cyanoethyl(n-butyl)phosphinic acid ethyl ester), N (ammonia). Reagents/catalysts: [Ni] (Raney nickel). Solvent: C(C)O (ethanol). Reaction conditions: time 2 hour. The product is C(C)OP(=O)(CCCC)CCCN (3-aminopropyl(n-butyl)phosphinic acid ethyl ester). RXN SMILES: [CH2:1]([O:3][P:4]([CH2:10][CH2:11][C:12]#[N:13])([CH2:6][CH2:7][CH2:8][CH3:9])=[O:5])[CH3:2].N>C(O)C.[Ni]>[CH2:1]([O:3][P:4]([CH2:10][CH2:11][CH2:12][NH2:13])([CH2:6][CH2:7][CH2:8][CH3:9])=[O:5])[CH3:2]. Procedure details: 16.46 g of 2-cyanoethyl(n-butyl)phosphinic acid ethyl ester are dissolved in 165 ml of ethanol, the solution is mixed with 16.5 g of ammonia and 3.0 g of Raney nickel, and the mixture is hydrogenated for 2 hours at 70°-75° under an initial pressure of 100 bar. The mixture is allowed to cool to room temperature, the catalyst is filtered off, the solvent is removed and the residue is distilled, yielding 3-aminopropyl(n-butyl)phosphinic acid ethyl ester having a boiling point of 100° (10-5 bar).